Task: describe an organic reaction: reactants, conditions, products, and yield. Dataset: the Open Reaction Database (ORD), a public repository of structured organic reaction records Reactants: O (water), C(C)(=O)C=1C(OC(=CC1O)C)=O (3-acetyl-4-hydroxy-6-methyl-2H -pyran-2-one), C(=O)C=1C=C(C=CC1)C=CC#N (3-(3-formylphenyl)-2-propenenitrile), N1CCCCC1 (piperidine). Solvent: C(Cl)(Cl)Cl (chloroform). Yields the product OC1=C(C(OC(=C1)C)=O)C(C=CC1=CC(=CC=C1)C=CC#N)=O (4-hydroxy-3-[3-[3-(2-cyanoethenyl)phenyl]-1-oxo-2-propenyl]-6-methyl-2H-pyran-2-one). Yield: 42.3%. Reaction SMILES: [C:1]([C:4]1[C:5](=[O:12])[O:6][C:7]([CH3:11])=[CH:8][C:9]=1[OH:10])(=[O:3])[CH3:2].[CH:13]([C:15]1[CH:16]=[C:17]([CH:21]=[CH:22][C:23]#[N:24])[CH:18]=[CH:19][CH:20]=1)=O.N1CCCCC1.O>C(Cl)(Cl)Cl>[OH:10][C:9]1[CH:8]=[C:7]([CH3:11])[O:6][C:5](=[O:12])[C:4]=1[C:1](=[O:3])[CH:2]=[CH:13][C:15]1[CH:20]=[CH:19][CH:18]=[C:17]([CH:21]=[CH:22][C:23]#[N:24])[CH:16]=1. Procedure: A solution of 5.24 g of 3-acetyl-4-hydroxy-6-methyl-2H -pyran-2-one, 4.90 g of 3-(3-formylphenyl)-2-propenenitrile and 1.92 g of piperidine in 40 ml of chloroform was heated under refluxing for 35 minutes while water was removed with a Soxhlet's extractor filled with a molecular sieve. After cooling to room temperature, the reaction mixture washed successively with 10% hydrochloric acid, and an aqueous saturated sodium chloride solution, dried over anhydrous magnesium sulfate, and concentrated. ... Starting materials: NC1=C(SC2=C1C(=CC=C2)OC)C(=O)OC (methyl 3-amino-4-methoxybenzothiophene-2-carboxylate), C(=O)N (formamide). Run at time 1 hour. Product: COC1=CC=CC2=C1C=1N=CNC(C1S2)=O (9-methoxy-4-oxo-3H-benzothieno[3,2-d]pyrimidine). Isolated yield 22.5%. As a reaction SMILES: [NH2:1][C:2]1[C:6]2[C:7]([O:11][CH3:12])=[CH:8][CH:9]=[CH:10][C:5]=2[S:4][C:3]=1[C:13]([O:15]C)=O.[CH:17]([NH2:19])=O>>[CH3:12][O:11][C:7]1[C:6]2[C:2]3[N:1]=[CH:17][NH:19][C:13](=[O:15])[C:3]=3[S:4][C:5]=2[CH:10]=[CH:9][CH:8]=1. Reported procedure: A mixture of methyl 3-amino-4-methoxybenzothiophene-2-carboxylate (202 mg, 0.85 mmol) and formamide (2 mL) is heated at 135 C. for 1 hr and the temperature is raised to 190 C. After 8 hr the reaction is cooled to r.t. Upon-cooling, black solid forms and is collected by filtration. The precipitate is air dried to give 9-methoxy-4-oxo-3H-benzothieno[3,2-d]pyrimidine (45 mg, 22.5%). 1H NMR (DMSO) δ12.0 (1H, brs), 8.31 (1H, s)7.70-7.55 (2H, m), 7.10 (1H, d, J=7.7 Hz), 3.97 (3H, s). The reactants are O (Water), C1(CC1)C(CC(=O)OCC)C1=CC(=CC=C1)COC=1C=NC(=C(C1)CC(C)(C)C)OS(=O)(=O)C(F)(F)F (ethyl 3-cyclopropyl-3-(3-(((5-neopentyl-6-(((trifluoromethyl)sulfonyl)oxy)pyridin-3-yl)oxy)methyl)phenyl)propanoate), FC(OC1=CC=C(C=C1)B(O)O)(F)F ((4-(trifluoromethoxy)phenyl)boronic acid), C([O-])([O-])=O.[Na+].[Na+] (sodium carbonate). Reagents/catalysts: C=1C=CC(=CC1)[P](C=2C=CC=CC2)(C=3C=CC=CC3)[Pd]([P](C=4C=CC=CC4)(C=5C=CC=CC5)C=6C=CC=CC6)([P](C=7C=CC=CC7)(C=8C=CC=CC8)C=9C=CC=CC9)[P](C=1C=CC=CC1)(C=1C=CC=CC1)C=1C=CC=CC1 (tetrakis(triphenylphosphine)palladium(0)). The solvent is C(C)(=O)OCC (ethyl acetate), C1(=CC=CC=C1)C (toluene). Conditions: temperature 100 celsius. Product: C1(CC1)C(CC(=O)O)C1=CC(=CC=C1)COC=1C=NC(=C(C1)CC(C)(C)C)C1=CC=C(C=C1)OC(F)(F)F (3-cyclopropyl-3-(3-(((5-(2,2-dimethylpropyl)-6-(4-(trifluoromethoxy)phenyl)pyridin-3-yl)oxy)methyl)phenyl)propanoic acid). Isolated yield 23.5%. Reaction SMILES: [CH:1]1([CH:4]([C:11]2[CH:16]=[CH:15][CH:14]=[C:13]([CH2:17][O:18][C:19]3[CH:20]=[N:21][C:22](OS(C(F)(F)F)(=O)=O)=[C:23]([CH2:25][C:26]([CH3:29])([CH3:28])[CH3:27])[CH:24]=3)[CH:12]=2)[CH2:5][C:6]([O:8]CC)=[O:7])[CH2:3][CH2:2]1.[F:38][C:39]([F:51])([F:50])[O:40][C:41]1[CH:46]=[CH:45][C:44](B(O)O)=[CH:43][CH:42]=1.C(=O)([O-])[O-].[Na+].[Na+].O>C1(C)C=CC=CC=1.C1C=CC([P]([Pd]([P](C2C=CC=CC=2)(C2C=CC=CC=2)C2C=CC=CC=2)([P](C2C=CC=CC=2)(C2C=CC=CC=2)C2C=CC=CC=2)[P](C2C=CC=CC=2)(C2C=CC=CC=2)C2C=CC=CC=2)(C2C=CC=CC=2)C2C=CC=CC=2)=CC=1.C(OCC)(=O)C>[CH:1]1([CH:4]([C:11]2[CH:16]=[CH:15][CH:14]=[C:13]([CH2:17][O:18][C:19]3[CH:20]=[N:21][C:22]([C:44]4[CH:43]=[CH:42][C:41]([O:40][C:39]([F:38])([F:50])[F:51])=[CH:46][CH:45]=4)=[C:23]([CH2:25][C:26]([CH3:29])([CH3:28])[CH3:27])[CH:24]=3)[CH:12]=2)[CH2:5][C:6]([OH:8])=[O:7])[CH2:2][CH2:3]1 |f:2.3.4,^1:69,71,90,109|. Procedure: To a solution of ethyl 3-cyclopropyl-3-(3-(((5-neopentyl-6-(((trifluoromethyl)sulfonyl)oxy)pyridin-3-yl)oxy)methyl)phenyl)propanoate (65.2 mg) in toluene (1.5 mL) were added (4-(trifluoromethoxy)phenyl)boronic acid (24.7 mg), 2M aqueous sodium carbonate solution (720 μL), and tetrakis(triphenylphosphine)palladium(0) (13.8 mg), and the mixture was heated in a microwave synthesizer (Anton Parr, Synthos3000) at 100° C. for 90 min. Water (1 mL) and ethyl acetate (3 mL) were added to the reaction sol... Reactants: CCCC[SnH](CCCC)CCCC, CC(=O)O, C=CCOC(=O)NCC(NC(=O)c1ccc(C(=O)NCc2cccc(O)c2)cc1Cl)C(=O)O, ClCCl, Cl[Pd]Cl, c1ccc(P(c2ccccc2)c2ccccc2)cc1, c1ccc(P(c2ccccc2)c2ccccc2)cc1. The product is NCC(NC(=O)c1ccc(C(=O)NCc2cccc(O)c2)cc1Cl)C(=O)O. Reaction SMILES: [CH2:38]([SnH:39]([CH2:40][CH2:41][CH2:42][CH3:43])[CH2:44][CH2:45][CH2:46][CH3:47])[CH2:48][CH2:49][CH3:50].[CH3:34][C:35](=[O:36])[OH:37].[Cl:1][c:2]1[c:3]([C:4](=[O:5])[NH:6][CH:7]([CH2:8][NH:9][C:10]([O:11][CH2:12][CH:13]=[CH2:14])=[O:15])[C:16](=[O:17])[OH:18])[cH:19][cH:20][c:21]([C:23](=[O:24])[NH:25][CH2:26][c:27]2[cH:28][c:29]([OH:33])[cH:30][cH:31][cH:32]2)[cH:22]1.[Cl:51][CH2:52][Cl:53].[Pd:54]([Cl:55])[Cl:56].[c:57]1([P:58]([c:59]2[cH:60][cH:61][cH:62][cH:63][cH:64]2)[c:65]2[cH:66][cH:67][cH:68][cH:69][cH:70]2)[cH:71][cH:72][cH:73][cH:74][cH:75]1.[c:76]1([P:77]([c:78]2[cH:79][cH:80][cH:81][cH:82][cH:83]2)[c:84]2[cH:85][cH:86][cH:87][cH:88][cH:89]2)[cH:90][cH:91][cH:92][cH:93][cH:94]1>>[Cl:1][c:2]1[c:3]([C:4](=[O:5])[NH:6][CH:7]([CH2:8][NH2:9])[C:16](=[O:17])[OH:18])[cH:19][cH:20][c:21]([C:23](=[O:24])[NH:25][CH2:26][c:27]2[cH:28][c:29]([OH:33])[cH:30][cH:31][cH:32]2)[cH:22]1. Reactants: CCCCc1nc2cnc3ccccc3c2n1CCCCON1C(=O)c2ccccc2C1=O, ClCCl, O=C(OO)c1cccc(Cl)c1. The product is CCCCc1nc2c[n+]([O-])c3ccccc3c2n1CCCCON1C(=O)c2ccccc2C1=O. Reaction SMILES: [CH2:1]([CH2:2][CH2:3][CH3:4])[c:5]1[n:6]([CH2:18][CH2:19][CH2:20][CH2:21][O:22][N:23]2[C:24](=[O:33])[c:25]3[cH:26][cH:27][cH:28][cH:29][c:30]3[C:31]2=[O:32])[c:7]2[c:8]([cH:9][n:10][c:11]3[cH:12][cH:13][cH:14][cH:15][c:16]23)[n:17]1.[Cl:45][CH2:46][Cl:47].[OH:34][O:35][C:36]([c:37]1[cH:38][c:39]([Cl:40])[cH:41][cH:42][cH:43]1)=[O:44]>>[CH2:1]([CH2:2][CH2:3][CH3:4])[c:5]1[n:6]([CH2:18][CH2:19][CH2:20][CH2:21][O:22][N:23]2[C:24](=[O:33])[c:25]3[cH:26][cH:27][cH:28][cH:29][c:30]3[C:31]2=[O:32])[c:7]2[c:8]([cH:9][n+:10]([O-:34])[c:11]3[cH:12][cH:13][cH:14][cH:15][c:16]23)[n:17]1. Reactants: CC(C)(C)n1ncc(S)c(Cl)c1=O, CN(C)C=O, FC(F)(F)c1ccc(Oc2ccc(CBr)cc2)cc1, [Na+], [Na+], O=C([O-])[O-], O. Yields the product CC(C)(C)n1ncc(SCc2ccc(Oc3ccc(C(F)(F)F)cc3)cc2)c(Cl)c1=O. As a reaction SMILES: [C:1]([CH3:2])([CH3:3])([CH3:4])[n:5]1[n:6][cH:7][c:8]([SH:13])[c:9]([Cl:12])[c:10]1=[O:11].[CH3:40][N:41]([CH3:42])[CH:43]=[O:44].[F:14][C:15]([c:16]1[cH:17][cH:18][c:19]([O:20][c:21]2[cH:22][cH:23][c:24]([CH2:25][Br:26])[cH:27][cH:28]2)[cH:29][cH:30]1)([F:31])[F:32].[Na+:33].[Na+:34].[O-:35][C:36](=[O:37])[O-:38].[OH2:39]>>[C:1]([CH3:2])([CH3:3])([CH3:4])[n:5]1[n:6][cH:7][c:8]([S:13][CH2:25][c:24]2[cH:23][cH:22][c:21]([O:20][c:19]3[cH:18][cH:17][c:16]([C:15]([F:14])([F:31])[F:32])[cH:30][cH:29]3)[cH:28][cH:27]2)[c:9]([Cl:12])[c:10]1=[O:11]. Reactants: CCOC(C)=O, O=C(Cl)Cl, Nc1nnc(C2CCC(Cl)CC2)s1. Product: O=C=Nc1nnc(C2CCC(Cl)CC2)s1. As a reaction SMILES: [CH3:18][CH2:19][O:20][C:21](=[O:22])[CH3:23].[Cl:1][C:2]([Cl:3])=[O:4].[Cl:5][CH:6]1[CH2:7][CH2:8][CH:9]([c:12]2[n:13][n:14][c:15]([NH2:17])[s:16]2)[CH2:10][CH2:11]1>>[C:2](=[O:4])=[N:17][c:15]1[n:14][n:13][c:12]([CH:9]2[CH2:8][CH2:7][CH:6]([Cl:5])[CH2:11][CH2:10]2)[s:16]1. The reactants are CC(=O)OC(C)=O, CN(C)c1ccncc1, CCOC(C)=O, COc1cc(C(=O)NS(=O)(=O)c2ccccc2C#CC(C)(C)O)ccc1Cc1cn(C)c2ccc(NC(=O)OC3CCCC3)cc12, c1ccncc1. Yields the product COc1cc(C(=O)NS(=O)(=O)c2ccccc2C#CC(C)(C)OC(C)=O)ccc1Cc1cn(C)c2ccc(NC(=O)OC3CCCC3)cc12. RXN SMILES: [CH3:1][C:2](=[O:3])[O:4][C:5](=[O:6])[CH3:7].[CH3:54][N:55]([CH3:56])[c:57]1[cH:58][cH:59][n:60][cH:61][cH:62]1.[CH3:69][CH2:70][O:71][C:72](=[O:73])[CH3:74].[CH:8]1([O:13][C:14](=[O:15])[NH:16][c:17]2[cH:18][c:19]3[c:20]([CH2:27][c:28]4[c:29]([O:52][CH3:53])[cH:30][c:31]([C:32](=[O:33])[NH:34][S:35](=[O:36])(=[O:37])[c:38]5[c:39]([C:44]#[C:45][C:46]([CH3:47])([CH3:48])[OH:49])[cH:40][cH:41][cH:42][cH:43]5)[cH:50][cH:51]4)[cH:21][n:22]([CH3:26])[c:23]3[cH:24][cH:25]2)[CH2:9][CH2:10][CH2:11][CH2:12]1.[cH:63]1[cH:64][cH:65][n:66][cH:67][cH:68]1>>[CH3:1][C:2](=[O:3])[O:49][C:46]([C:45]#[C:44][c:39]1[c:38]([S:35]([NH:34][C:32]([c:31]2[cH:30][c:29]([O:52][CH3:53])[c:28]([CH2:27][c:20]3[c:19]4[cH:18][c:17]([NH:16][C:14]([O:13][CH:8]5[CH2:9][CH2:10][CH2:11][CH2:12]5)=[O:15])[cH:25][cH:24][c:23]4[n:22]([CH3:26])[cH:21]3)[cH:51][cH:50]2)=[O:33])(=[O:36])=[O:37])[cH:43][cH:42][cH:41][cH:40]1)([CH3:47])[CH3:48].